This data is from the Open Reaction Database (ORD), a public repository of structured organic reaction records. The task is: describe an organic reaction: reactants, conditions, products, and yield The reactants are FC1=CC=C(C=C1)C1=NN2C(C=C(C=C2)C=2C=C(C=O)C=CC2)=C1 (3-[2-(4-fluorophenyl)pyrazolo[1,5-a]pyridin-5-yl]benzaldehyde), C(#CC)[Mg]Br ((propyn-1-yl)magnesium bromide). Solvent: O1CCCC1 (tetrahydrofuran). Product: FC1=CC=C(C=C1)C1=NN2C(C=C(C=C2)C=2C=C(C=CC2)C(C#CC)O)=C1 (1-{3-[2-(4-Fluorophenyl)pyrazolo[1,5-a]pyridin-5-yl]phenyl}but-2-yn-1-ol). The yield is 67.9%. Reaction SMILES: [F:1][C:2]1[CH:7]=[CH:6][C:5]([C:8]2[CH:24]=[C:11]3[CH:12]=[C:13]([C:16]4[CH:17]=[C:18]([CH:21]=[CH:22][CH:23]=4)[CH:19]=[O:20])[CH:14]=[CH:15][N:10]3[N:9]=2)=[CH:4][CH:3]=1.[C:25]([Mg]Br)#[C:26][CH3:27]>O1CCCC1>[F:1][C:2]1[CH:3]=[CH:4][C:5]([C:8]2[CH:24]=[C:11]3[CH:12]=[C:13]([C:16]4[CH:17]=[C:18]([CH:19]([OH:20])[C:25]#[C:26][CH3:27])[CH:21]=[CH:22][CH:23]=4)[CH:14]=[CH:15][N:10]3[N:9]=2)=[CH:6][CH:7]=1. Reported procedure: The procedure described in stage 2.5 is followed, starting with 0.300 g (0.95 mmol) of 3-[2-(4-fluorophenyl)pyrazolo[1,5-a]pyridin-5-yl]benzaldehyde obtained according to the process described in 2.4, in solution in 10 ml of tetrahydrofuran, followed by addition of 5.70 ml (2.85 mmol) of a (propyn-1-yl)magnesium bromide solution (0.5M in tetrahydrofuran) and after chromatography on silica gel, elution being carried out with a mixture of cyclohexane and ethyl acetate (8/2), 0.23 g (67%) of the ex...